This data is from the Open Reaction Database (ORD), a public repository of structured organic reaction records. The task is: describe an organic reaction: reactants, conditions, products, and yield Starting materials: [H-].C(C(C)C)[Al+]CC(C)C (diisobutylaluminum hydride), CC1=NN(C=C1COC1=CC=C(COC2=C(C#N)C=CC=N2)C=C1)C1=NC=CC=C1 (2-[4-[[3-methyl-1-(2-pyridyl)-1H-pyrazol-4-yl]methoxy]benzyloxy]nicotinonitrile), C1(=CC=CC=C1)C (toluene), [Cl-].[NH4+] (ammonium chloride), C(C)(=O)OCC (Ethyl acetate). Solvent: CCCCCC (hexane). Run at time 1 hour. Yields the product CC1=NN(C=C1COC1=CC=C(COC2=C(C=O)C=CC=N2)C=C1)C1=NC=CC=C1 (2-[4-[[3-methyl-1-(2-pyridyl)-1H-pyrazol-4-yl]methoxy]benzyloxy]nicotinaldehyde). The yield is 30.0%. As a reaction SMILES: [CH3:1][C:2]1[C:6]([CH2:7][O:8][C:9]2[CH:24]=[CH:23][C:12]([CH2:13][O:14][C:15]3[N:22]=[CH:21][CH:20]=[CH:19][C:16]=3[C:17]#N)=[CH:11][CH:10]=2)=[CH:5][N:4]([C:25]2[CH:30]=[CH:29][CH:28]=[CH:27][N:26]=2)[N:3]=1.C1(C)C=CC=CC=1.[H-].C([Al+]CC(C)C)C(C)C.[Cl-].[NH4+].C(OCC)(=[O:52])C>CCCCCC>[CH3:1][C:2]1[C:6]([CH2:7][O:8][C:9]2[CH:24]=[CH:23][C:12]([CH2:13][O:14][C:15]3[N:22]=[CH:21][CH:20]=[CH:19][C:16]=3[CH:17]=[O:52])=[CH:11][CH:10]=2)=[CH:5][N:4]([C:25]2[CH:30]=[CH:29][CH:28]=[CH:27][N:26]=2)[N:3]=1 |f:2.3,4.5|. Procedure: To a mixture of 2-[4-[[3-methyl-1-(2-pyridyl)-1H-pyrazol-4-yl]methoxy]benzyloxy]nicotinonitrile (2.03 g) and anhydrous toluene (100 mL) was dropwise added a solution (0.95 M, 11.8 mL) of diisobutylaluminum hydride in hexane at −78° C. The reaction mixture was allowed to warm to room temperature with stirring for 1 hr. A saturated aqueous ammonium chloride solution (30 mL) was dropwise added to the mixture and the mixture was further stirred at room temperature for 30 min. Ethyl acetate was added... Starting materials: N1C=C(C2=CC=CC=C12)C=O (1H-indole-3-carbaldehyde), N1CCCC1 (pyrrolidine), C1(=CC=CC=C1)C (toluene). Yields the product N1(CCCC1)C1C(NC2=CC=CC=C12)=C (3-Pyrrolidin-1-yl-methylene-3H-indole). The yield is 87.0%. As a reaction SMILES: [NH:1]1[C:9]2[C:4](=[CH:5][CH:6]=[CH:7][CH:8]=2)[C:3](C=O)=[CH:2]1.[NH:12]1[CH2:16][CH2:15][CH2:14][CH2:13]1.[C:17]1(C)C=CC=CC=1>>[N:12]1([CH:3]2[C:4]3[C:9](=[CH:8][CH:7]=[CH:6][CH:5]=3)[NH:1][C:2]2=[CH2:17])[CH2:16][CH2:15][CH2:14][CH2:13]1. Reported procedure: In a round bottom flask equipped with a Dean-Starck condenser, 1H-indole-3-carbaldehyde (40 g, 0.275 mmol) and pyrrolidine (27 ml, 0.330 mmol) were suspended in toluene (480 ml) and kept heating at reflux overnight. After cooling to rt, the solid was filtered off, washed with toluene and recrystallized from THF (100 ml) affording subtitle compound (47.7 g) as a reddish solid in 87% yield. Starting materials: COC1=CC=C(C=C1)CC(=O)O (4-methoxyphenylacetic acid), S(=O)(Cl)Cl (Thionyl chloride). Reagents/catalysts: CN(C=O)C (dimethylformamide). Reaction conditions: temperature 65 celsius. Product: COC1=CC=C(C=C1)CC(=O)Cl (4-Methoxyphenylacetyl chloride). Isolated yield 88.0%. RXN SMILES: [CH3:1][O:2][C:3]1[CH:8]=[CH:7][C:6]([CH2:9][C:10]([OH:12])=O)=[CH:5][CH:4]=1.S(Cl)([Cl:15])=O>CN(C)C=O>[CH3:1][O:2][C:3]1[CH:8]=[CH:7][C:6]([CH2:9][C:10]([Cl:15])=[O:12])=[CH:5][CH:4]=1. Reported procedure: Thionyl chloride (200 ml) was added to 4-methoxyphenylacetic acid (78 g, 0.47 mole) followed by one drop of dimethylformamide. The reaction was heated at 65° C. for 4 hours and the solvent was removed under vacuum. The residue was distilled in vacuo (water aspirator) at 135° C. to give the product as a red oil (75.9 g, 88%). The reactants are CC1=CC=NC=2CCCCC12 (5,6,7,8-tetrahydro-4-methylquinoline), C(CCC)[Li] (butyl lithium), C[Si](C)(C)Cl (trimethylsilyl chloride). The product is C[Si](C1CCCC=2C(=CC=NC12)C)(C)C (5,6,7,8-Tetrahydro-8-trimethylsilyl-4-methylquinoline). Yield: 95.0%. Reaction SMILES: [CH3:1][C:2]1[C:11]2[CH2:10][CH2:9][CH2:8][CH2:7][C:6]=2[N:5]=[CH:4][CH:3]=1.C([Li])CCC.[CH3:17][Si:18](Cl)([CH3:20])[CH3:19]>>[CH3:17][Si:18]([CH3:20])([CH3:19])[CH:7]1[C:6]2[N:5]=[CH:4][CH:3]=[C:2]([CH3:1])[C:11]=2[CH2:10][CH2:9][CH2:8]1. Procedure details: The title compound was prepared in a similar manner to that described in Example 1 using 5,6,7,8-tetrahydro-4-methylquinoline (0.1 M), butyl lithium (0.11 M) and trimethylsilyl chloride (0.2 M) in 95% yield b.p. 80°/0.1 mm (Found: C71.1; H,9.3; N,6.0 C13N21NSi requires: C71.2; H,9.6; N,6.4%). Run in C(C)#N (acetonitrile). Procedure: A solution of tert-butyl 4-[4-[[(1S,2S)-2-aminocyclohexyl]amino]-1-piperidyl]-4-methyl-piperidine-1-carboxylate (10.0 mmol) in acetonitrile (30 mL) was added with 1,1′-carbonyldiimidazole (1.95 g, 12.0 mmol) and stirred at room temperature for 12 h. Concentrated in vacuo and was added with water (20 mL) and dichloromethane (100 mL), phases were separated and the aqueous phase was extracted with dichloromethane (2×50 mL). The combined organic phases were washed with brine, dried over Na2SO4 and c... Reaction conditions: time 12 hour. RXN SMILES: [NH2:1][C@H:2]1[CH2:7][CH2:6][CH2:5][CH2:4][C@@H:3]1[NH:8][CH:9]1[CH2:14][CH2:13][N:12]([C:15]2([CH3:28])[CH2:20][CH2:19][N:18]([C:21]([O:23][C:24]([CH3:27])([CH3:26])[CH3:25])=[O:22])[CH2:17][CH2:16]2)[CH2:11][CH2:10]1.[C:29](N1C=CN=C1)(N1C=CN=C1)=[O:30]>C(#N)C>[O:30]=[C:29]1[N:8]([CH:9]2[CH2:14][CH2:13][N:12]([C:15]3([CH3:28])[CH2:16][CH2:17][N:18]([C:21]([O:23][C:24]([CH3:27])([CH3:26])[CH3:25])=[O:22])[CH2:19][CH2:20]3)[CH2:11][CH2:10]2)[C@H:3]2[CH2:4][CH2:5][CH2:6][CH2:7][C@@H:2]2[NH:1]1. Reactants: N[C@@H]1[C@H](CCCC1)NC1CCN(CC1)C1(CCN(CC1)C(=O)OC(C)(C)C)C (tert-butyl 4-[4-[[(1S,2S)-2-aminocyclohexyl]amino]-1-piperidyl]-4-methyl-piperidine-1-carboxylate), C(=O)(N1C=NC=C1)N1C=NC=C1 (1,1′-carbonyldiimidazole). Yields the product O=C1N[C@@H]2[C@@H](N1C1CCN(CC1)C1(CCN(CC1)C(=O)OC(C)(C)C)C)CCCC2 (tert-butyl 4-[4-[(3aS,7aS)-2-oxo-3a,4,5,6,7,7a-hexahydro-3H-benzoimidazol-1-yl]-1-piperidyl]-4-methyl-piperidine-1-carboxylate). Yield: 28.1%. Reactants: C(C)OC(COC1=C(C2=C(C(=NO2)C=2SC(=CC2)C)C=C1)Cl)=O (ethyl{[7-chloro-3-(5-methyl-2-thienyl)-1,2-benzisoxazole-6-yl]oxy}acetate), [OH-].[Na+] (NaOH), Cl (HCl). The solvent is C(C)O (ethanol). The product is ClC1=C(C=CC=2C(=NOC21)C=2SC(=CC2)C)OCC(=O)O ({[7-chloro-3-(5-methyl-2-thienyl)-1,2-benzisoxazol-6-yl]oxy}acetic acid). RXN SMILES: C([O:3][C:4](=[O:23])[CH2:5][O:6][C:7]1[CH:21]=[CH:20][C:10]2[C:11]([C:14]3[S:15][C:16]([CH3:19])=[CH:17][CH:18]=3)=[N:12][O:13][C:9]=2[C:8]=1[Cl:22])C.[OH-].[Na+].Cl>C(O)C>[Cl:22][C:8]1[C:9]2[O:13][N:12]=[C:11]([C:14]3[S:15][C:16]([CH3:19])=[CH:17][CH:18]=3)[C:10]=2[CH:20]=[CH:21][C:7]=1[O:6][CH2:5][C:4]([OH:23])=[O:3] |f:1.2|. Reported procedure: A mixture of 15.0 g of ethyl{[7-chloro-3-(5-methyl-2-thienyl)-1,2-benzisoxazole-6-yl]oxy}acetate of Example 9b and 10 ml of 50% NaOH in 800 ml of ethanol is refluxed for 30 minutes and then 100 ml of 5% HCl is added, making the solution homogeneous. A product begins to crystallize as the solution cools and additional water is added. The product is filtered off and recrystallized form isopropanol giving {[7-chloro-3-(5-methyl-2-thienyl)-1,2-benzisoxazol-6-yl]oxy}acetic acid, mp 235°-238° C. The reactants are BrBr (Br2), FC1=NC(=CC=C1)F (2,6-difluoropyridine), C(C)(C)[N-]C(C)C.[Li+] (lithiumdiisopropylamide), BrC=1C(=NC(=CC1)F)F (3-bromo-2,6-difluoropyridine). The reagents and catalysts are Cl[Pd]([P](C1=CC=CC=C1)(C2=CC=CC=C2)C3=CC=CC=C3)([P](C4=CC=CC=C4)(C5=CC=CC=C5)C6=CC=CC=C6)Cl (Pd(Ph3P)2Cl2). Reaction conditions: time 8 hour. Yields the product C(CCCC)C1=CC=C(C=C1)C#CC=1C(=NC(=CC1)F)F (1-(4-pentylphenyl)-2-(2,6-difluoropyridine-3-yl)acetylene). RXN SMILES: Br[C:2]1[C:3]([F:9])=[N:4][C:5]([F:8])=[CH:6][CH:7]=1.F[C:11]1[CH:16]=[CH:15][CH:14]=[C:13](F)N=1.C([N-][CH:22]([CH3:24])[CH3:23])(C)C.[Li+].BrBr>Cl[Pd](Cl)([P](C1C=CC=CC=1)(C1C=CC=CC=1)C1C=CC=CC=1)[P](C1C=CC=CC=1)(C1C=CC=CC=1)C1C=CC=CC=1>[CH2:13]([C:7]1[CH:6]=[CH:5][C:24]([C:22]#[C:23][C:2]2[C:3]([F:9])=[N:4][C:5]([F:8])=[CH:6][CH:7]=2)=[CH:3][CH:2]=1)[CH2:14][CH2:15][CH2:16][CH3:11] |f:2.3,^1:30,49|. Procedure details: 0,2 mM of Pd(Ph3P)2Cl2 and 0,1 mM of CuJ are added to a mixture of 0,01 M of 3-bromo-2,6-difluoropyridine (preparation: 2,6-difluoropyridine is reacted with lithiumdiisopropylamide (LDA) as described in example 3a, then Br2 is added at -60° to -70°. The mixture is allowed to warm up to room temperature and worked up, the product is purified by distillation), 0,01 M of 4-pentylphenylacetylene and 200 ml of triethylamine. The mixture is stirred for 8 hours at room temperature; after customary work... Reactants: O=C(O)Cc1ccc(OCc2ccccc2)cc1, CC(C)N=C=NC(C)C, COc1cccc(CCN)c1, CN(C)C=O. Yields the product COc1cccc(CCNC(=O)Cc2ccc(OCc3ccccc3)cc2)c1. As a reaction SMILES: [CH2:1]([c:2]1[cH:3][cH:4][cH:5][cH:6][cH:7]1)[O:8][c:9]1[cH:10][cH:11][c:12]([CH2:15][C:16](=[O:17])[OH:18])[cH:13][cH:14]1.[CH3:19][CH:20]([N:21]=[C:22]=[N:23][CH:24]([CH3:25])[CH3:26])[CH3:27].[CH3:28][O:29][c:30]1[cH:31][c:32]([CH2:36][CH2:37][NH2:38])[cH:33][cH:34][cH:35]1.[CH3:39][N:40]([CH3:41])[CH:42]=[O:43]>>[CH2:1]([c:2]1[cH:3][cH:4][cH:5][cH:6][cH:7]1)[O:8][c:9]1[cH:10][cH:11][c:12]([CH2:15][C:16](=[O:18])[NH:38][CH2:37][CH2:36][c:32]2[cH:31][c:30]([O:29][CH3:28])[cH:35][cH:34][cH:33]2)[cH:13][cH:14]1.